This data is from the Open Reaction Database (ORD), a public repository of structured organic reaction records. The task is: describe an organic reaction: reactants, conditions, products, and yield The reactants are BrB(Br)Br, COc1ccc2c(c1)c1c3c(c(-c4ccccc4Cl)cc1n2CCC(=O)N1CC(C)NC(C)C1)C(=O)NC3=O. Yields the product CC1CN(C(=O)CCn2c3ccc(O)cc3c3c4c(c(-c5ccccc5Cl)cc32)C(=O)NC4=O)CC(C)N1. RXN SMILES: [B:40]([Br:41])([Br:42])[Br:43].[Cl:1][c:2]1[c:3](-[c:8]2[cH:9][c:10]3[n:11]([CH2:28][CH2:29][C:30](=[O:31])[N:32]4[CH2:33][CH:34]([CH3:39])[NH:35][CH:36]([CH3:38])[CH2:37]4)[c:12]4[cH:13][cH:14][c:15]([O:26][CH3:27])[cH:16][c:17]4[c:18]3[c:19]3[c:20]2[C:21](=[O:25])[NH:22][C:23]3=[O:24])[cH:4][cH:5][cH:6][cH:7]1>>[Cl:1][c:2]1[c:3](-[c:8]2[cH:9][c:10]3[n:11]([CH2:28][CH2:29][C:30](=[O:31])[N:32]4[CH2:33][CH:34]([CH3:39])[NH:35][CH:36]([CH3:38])[CH2:37]4)[c:12]4[cH:13][cH:14][c:15]([OH:26])[cH:16][c:17]4[c:18]3[c:19]3[c:20]2[C:21](=[O:25])[NH:22][C:23]3=[O:24])[cH:4][cH:5][cH:6][cH:7]1. Reactants: N1C(CC2=CC=CC=C12)=O (2-indolinone), C(CC)(=O)Cl (propionyl chloride). The product is C(CC)(=O)C=1C=C2CC(NC2=CC1)=O (5-propionyl-2-indolinone). As a reaction SMILES: [NH:1]1[C:9]2[C:4](=[CH:5][CH:6]=[CH:7][CH:8]=2)[CH2:3][C:2]1=[O:10].[C:11](Cl)(=[O:14])[CH2:12][CH3:13]>>[C:11]([C:6]1[CH:5]=[C:4]2[C:9](=[CH:8][CH:7]=1)[NH:1][C:2](=[O:10])[CH2:3]2)(=[O:14])[CH2:12][CH3:13]. Reported procedure: Prepared from 2-indolinone and propionyl chloride The reactants are OC[C@@H]1[C@]2(C)[C@@H](CC1)[C@@H]1CCC3=CC(CC[C@]3(C)[C@H]1CC2)O (17β-(hydroxymethyl)androst-4-ene-3-ol). The reagents and catalysts are [O-2].[O-2].[Mn+4] (manganese dioxide). Solvent: ClC(Cl)Cl (trichloromethane). Yields the product O=C1C=C2CC[C@H]3[C@@H]4CC[C@@H]([C@@]4(C)CC[C@@H]3[C@]2(CC1)C)CO (3-oxo-17β-(hydroxymethyl)-4-androstene). Yield: 96.6%. As a reaction SMILES: [OH:1][CH2:2][C@H:3]1[CH2:8][CH2:7][C@H:6]2[C@H:9]3[C@H:19]([CH2:20][CH2:21][C@:4]12[CH3:5])[C@:17]1([CH3:18])[C:12](=[CH:13][CH:14]([OH:22])[CH2:15][CH2:16]1)[CH2:11][CH2:10]3>ClC(Cl)Cl.[O-2].[O-2].[Mn+4]>[O:22]=[C:14]1[CH2:15][CH2:16][C@@:17]2([CH3:18])[C:12]([CH2:11][CH2:10][C@@H:9]3[C@@H:19]2[CH2:20][CH2:21][C@@:4]2([CH3:5])[C@H:6]3[CH2:7][CH2:8][C@@H:3]2[CH2:2][OH:1])=[CH:13]1 |f:2.3.4|. Procedure details: A solution of 17β-(hydroxymethyl)androst-4-ene-3-ol (27 g, 0.089 mol) in 1200 ml trichloromethane was treated with activated manganese dioxide (66 g). After 3 hours the mixture was filtered. Concentration afforded 26 g (96%) of 3-oxo-17β-(hydroxymethyl)-4-androstene (m.p. 151° C.).